Dataset: the Open Reaction Database (ORD), a public repository of structured organic reaction records. Task: describe an organic reaction: reactants, conditions, products, and yield Reactants: solution, C1(=CC=CC=C1)[Mg]Br (phenylmagnesium bromide), CCOCC (ether). Solvent: C1=CC=CC=C1 (benzene). Product: C1(=CC=CC=C1)C1C(CCC(C1)C1=CC=CC=C1)=O (2,4-Diphenylcyclohexanone). As a reaction SMILES: [C:1]1([Mg]Br)[CH:6]=[CH:5][CH:4]=[CH:3][CH:2]=1.CC[O:11][CH2:12][CH3:13]>C1C=CC=CC=1>[C:1]1([CH:3]2[CH2:2][CH:1]([C:1]3[CH:6]=[CH:5][CH:4]=[CH:3][CH:2]=3)[CH2:6][CH2:13][C:12]2=[O:11])[CH:6]=[CH:5][CH:4]=[CH:3][CH:2]=1. Procedure details: The oil was dissolved in 400 mL benzene and added dropwise over 40 minutes to 83 mL (250 mmol) of a 3.0M solution of phenylmagnesium bromide in ether, cooling so the temperature did not rise above 10° C. The reaction was then allowed to warm and heated to reflux for 14 hours. It was then cooled, quenched with aqueous ammonium chloride solution, then washed with water and brine, dried over sodium sulfate, and evaporated. The yield was 53.9 g (approximately theoretical), and the crude oil was used...